Task: describe an organic reaction: reactants, conditions, products, and yield. Dataset: the Open Reaction Database (ORD), a public repository of structured organic reaction records The reactants are OC1=C(C=CC(=C1)C(C(=O)O)C)C1=CC=CC=C1 (2-(2-hydroxy-4-biphenylyl)propionic acid), [OH-].[Na+] (sodium hydroxide). The product is OC1=C(C=CC(=C1)C(C(=O)[O-])C)C1=CC=CC=C1.[Na+] (sodium 2-(2-hydroxy-4-biphenylyl)propionate). As a reaction SMILES: [OH:1][C:2]1[CH:7]=[C:6]([CH:8]([CH3:12])[C:9]([OH:11])=[O:10])[CH:5]=[CH:4][C:3]=1[C:13]1[CH:18]=[CH:17][CH:16]=[CH:15][CH:14]=1.[OH-].[Na+:20]>>[OH:1][C:2]1[CH:7]=[C:6]([CH:8]([CH3:12])[C:9]([O-:11])=[O:10])[CH:5]=[CH:4][C:3]=1[C:13]1[CH:14]=[CH:15][CH:16]=[CH:17][CH:18]=1.[Na+:20] |f:1.2,3.4|. Procedure: 2-(2-hydroxy-4-biphenylyl)propionic acid was mixed with an equivalent amount of aqueous sodium hydroxide. The mixture was evaporated to dryness to give sodium 2-(2-hydroxy-4-biphenylyl)propionate, m.p. 230 (decomposed) °C. Reactants: NC(=O)c1n[nH]cc1Br, O=C([O-])[O-], CC(C)(C)OC(=O)N1CCC(OS(C)(=O)=O)CC1, CC#N, [K+], [K+]. Product: CC(C)(C)OC(=O)N1CCC(n2cc(Br)c(C(N)=O)n2)CC1. As a reaction SMILES: [Br:1][c:2]1[c:3]([C:7](=[O:8])[NH2:9])[n:4][nH:5][cH:6]1.[C:10](=[O:11])([O-:12])[O-:13].[CH3:16][S:17]([O:18][CH:21]1[CH2:22][CH2:23][N:24]([C:27](=[O:28])[O:29][C:30]([CH3:31])([CH3:32])[CH3:33])[CH2:25][CH2:26]1)(=[O:19])=[O:20].[CH3:34][C:35]#[N:36].[K+:14].[K+:15]>>[Br:1][c:2]1[c:3]([C:7](=[O:8])[NH2:9])[n:4][n:5]([CH:21]2[CH2:22][CH2:23][N:24]([C:27](=[O:28])[O:29][C:30]([CH3:31])([CH3:32])[CH3:33])[CH2:25][CH2:26]2)[cH:6]1. The reactants are C=1C=CC2=C(C1)C(=O)C=CC2=O (naphthoquinone), C(C=1C(C(=O)O)=CC=CC1)(=O)O (phthalic acid), C(C=1C(C(=O)O)=CC=CC1)(=O)O (phthalic acid), C=1C=CC2=C(C1)C(=O)C=CC2=O (naphthoquinone), C(C=1C(C(=O)O)=CC=CC1)(=O)O (phthalic acid). The solvent is O (water). Yields the product C1=CC=CC2=CC=CC=C12 (naphthalene). As a reaction SMILES: [CH:1]1[CH:2]=[CH:3][C:4]2[C:11](=O)[CH:10]=[CH:9][C:7](=O)[C:5]=2[CH:6]=1.C(O)(=O)C1C(=CC=CC=1)C(O)=O>O>[CH:6]1[C:5]2[C:4](=[CH:11][CH:10]=[CH:9][CH:7]=2)[CH:3]=[CH:2][CH:1]=1. Reported procedure: A scale deposition from an aqueous slurry of naphthoquinone and phthalic acid can be prevented by adding fine crystals of phthalic acid to the aqueous slurry of naphthoquinone and phthalic acid collected, which slurry is obtained by contacting a gas resulting from a catalytic gas phase oxidation of naphthalene with water or a mother liquor recycled. The fine crystals of phthalic acid have diameters of less than 100μ, preferably 10 to 40μ, and can be in an aqueous slurry of phthalic acid pulveriz...